This data is from the Open Reaction Database (ORD), a public repository of structured organic reaction records. The task is: describe an organic reaction: reactants, conditions, products, and yield Starting materials: C1=C(C=NN1)[N+](=O)[O-] (4-nitropyrrazole), [H-].[Na+] (NaH), COCCBr (2-bromoethyl methyl ether), [Na+].[I-] (NaI). Solvent: CN(C)C=O (DMF). Reaction conditions: time 10 minute. Yields the product COCCN1N=CC(=C1)[N+](=O)[O-] (1-(2-methoxyethyl)-4-nitro-1H-pyrazole). As a reaction SMILES: [CH:1]1[NH:5][N:4]=[CH:3][C:2]=1[N+:6]([O-:8])=[O:7].[H-].[Na+].[CH3:11][O:12][CH2:13][CH2:14]Br.[Na+].[I-]>CN(C=O)C>[CH3:11][O:12][CH2:13][CH2:14][N:4]1[CH:3]=[C:2]([N+:6]([O-:8])=[O:7])[CH:1]=[N:5]1 |f:1.2,4.5|. Procedure: To a solution of 4-nitropyrrazole (2.0 g) in DMF was added NaH (60% dispersion in oil) under ice cooling. After stirring at the same temperature for 10 minutes, 2-bromoethyl methyl ether (2.00 ml) and NaI (2.92 g) was added. The mixture was then stirred at room temperature for 3 hours, quenched by phosphate buffer solution (pH=7) and extracted with EtOAc. The extract was washed with H2O and brine, dried over MgSO4, and evaporated in vacuo. The residue was purified by column chromatography on sil... The reactants are CCOc1cc(C(C)(C)C)ncc1C1=NC(C)(c2ccc(Cl)cc2)C(C)(c2ccc(Cl)cc2)N1C(=O)Cl, COCCCN1CCNCC1. Yields the product CCOc1cc(C(C)(C)C)ncc1C1=NC(C)(c2ccc(Cl)cc2)C(C)(c2ccc(Cl)cc2)N1C(=O)N1CCN(CCCOC)CC1. Reaction SMILES: [C:1]([CH3:2])([CH3:3])([CH3:4])[c:5]1[cH:6][c:7]([O:35][CH2:36][CH3:37])[c:8]([C:11]2=[N:15][C:14]([CH3:16])([c:17]3[cH:18][cH:19][c:20]([Cl:23])[cH:21][cH:22]3)[C:13]([CH3:24])([c:25]3[cH:26][cH:27][c:28]([Cl:31])[cH:29][cH:30]3)[N:12]2[C:32](=[O:33])[Cl:34])[cH:9][n:10]1.[CH3:38][O:39][CH2:40][CH2:41][CH2:42][N:43]1[CH2:44][CH2:45][NH:46][CH2:47][CH2:48]1>>[C:1]([CH3:2])([CH3:3])([CH3:4])[c:5]1[cH:6][c:7]([O:35][CH2:36][CH3:37])[c:8]([C:11]2=[N:15][C:14]([CH3:16])([c:17]3[cH:18][cH:19][c:20]([Cl:23])[cH:21][cH:22]3)[C:13]([CH3:24])([c:25]3[cH:26][cH:27][c:28]([Cl:31])[cH:29][cH:30]3)[N:12]2[C:32](=[O:33])[N:46]2[CH2:45][CH2:44][N:43]([CH2:42][CH2:41][CH2:40][O:39][CH3:38])[CH2:48][CH2:47]2)[cH:9][n:10]1. Reactants: N[C@@H]1CN(CC1)C(=O)OCC1=CC=CC=C1 ((S)-benzyl 3-aminopyrrolidine-1-carboxylate), C(C)(C)(C)OC(=O)C1=C(C=CC=C1)C1=CC=C(C=C1)CN1C(=C(C2=CC(=CC=C12)C(=O)O)C)C (1-((2′-(tert-butoxycarbonyl)-[1,1′-biphenyl]-4-yl)methyl)-2,3-dimethyl-1H-indole-5-carboxylic acid), C(C)(C)(C)OC(=O)C1=C(C=CC=C1)C1=CC=C(C=C1)CN1C(=C(C2=CC(=CC=C12)C(=O)O)C)C (1-((2′-(tert-butoxycarbonyl)-[1,1′-biphenyl]-4-yl)methyl)-2,3-dimethyl-1H-indole-5-carboxylic acid). The product is C(C1=CC=CC=C1)OC(=O)N1C[C@H](CC1)NC(=O)C=1C=C2C(=C(N(C2=CC1)CC1=CC=C(C=C1)C=1C(=CC=CC1)C(=O)O)C)C ((S)-4′-((5-((1-((benzyloxy)carbonyl)pyrrolidin-3-yl)carbamoyl)-2,3-dimethyl-1H-indol-1-yl)methyl)-[1,1′-biphenyl]-2-carboxylic acid). As a reaction SMILES: [NH2:1][C@H:2]1[CH2:6][CH2:5][N:4]([C:7]([O:9][CH2:10][C:11]2[CH:16]=[CH:15][CH:14]=[CH:13][CH:12]=2)=[O:8])[CH2:3]1.C([O:21][C:22]([C:24]1[CH:29]=[CH:28][CH:27]=[CH:26][C:25]=1[C:30]1[CH:35]=[CH:34][C:33]([CH2:36][N:37]2[C:45]3[C:40](=[CH:41][C:42]([C:46](O)=[O:47])=[CH:43][CH:44]=3)[C:39]([CH3:49])=[C:38]2[CH3:50])=[CH:32][CH:31]=1)=[O:23])(C)(C)C>>[CH2:10]([O:9][C:7]([N:4]1[CH2:5][CH2:6][C@H:2]([NH:1][C:46]([C:42]2[CH:41]=[C:40]3[C:45](=[CH:44][CH:43]=2)[N:37]([CH2:36][C:33]2[CH:32]=[CH:31][C:30]([C:25]4[C:24]([C:22]([OH:23])=[O:21])=[CH:29][CH:28]=[CH:27][CH:26]=4)=[CH:35][CH:34]=2)[C:38]([CH3:50])=[C:39]3[CH3:49])=[O:47])[CH2:3]1)=[O:8])[C:11]1[CH:16]=[CH:15][CH:14]=[CH:13][CH:12]=1. Reported procedure: The title compound was prepared following the same general synthetic procedure as described in Steps 3-4, Example 2, starting with (S)-benzyl 3-aminopyrrolidine-1-carboxylate and 1-((2′-(tert-butoxycarbonyl)-[1,1′-biphenyl]-4-yl)methyl)-2,3-dimethyl-1H-indole-5-carboxylic acid instead of (S)-1-(4-(tert-butyl)phenyl)ethanaminium chloride and 1-((2′-(tert-butoxycarbonyl)-[1,1′-biphenyl]-4-yl)methyl)-2,3-dimethyl-1H-indole-5-carboxylic acid. ESI-MS (m/z): 601 [M+1]+. Reactants: COCC1=C(C=CC(=C1)[N+](=O)[O-])N1C(C(=CC=C1)C=C)=O (1-[2-(Methoxymethyl)-4-nitrophenyl]-3-vinylpyridin-2(1H)-one), O1CCCC1 (tetrahydrofuran), C12CCCC(CCC1)B2 (9-borabicyclo[3.3.1]nonane). Run at temperature 5 celsius, time 15 minute. Yields the product OCCC=1C(N(C=CC1)C1=C(C=C(C=C1)[N+](=O)[O-])COC)=O (3-(2-Hydroxyethyl)-1-[2-(methoxymethyl)-4-nitrophenyl]pyridin-2(1H)-one). As a reaction SMILES: [CH3:1][O:2][CH2:3][C:4]1[CH:9]=[C:8]([N+:10]([O-:12])=[O:11])[CH:7]=[CH:6][C:5]=1[N:13]1[CH:18]=[CH:17][CH:16]=[C:15]([CH:19]=[CH2:20])[C:14]1=[O:21].C12BC(CCC1)CCC2.[O:31]1CCCC1>>[OH:31][CH2:20][CH2:19][C:15]1[C:14](=[O:21])[N:13]([C:5]2[CH:6]=[CH:7][C:8]([N+:10]([O-:12])=[O:11])=[CH:9][C:4]=2[CH2:3][O:2][CH3:1])[CH:18]=[CH:17][CH:16]=1. Procedure: 23 g (80 mmol) of the compound from Example 29A are dissolved in 80 ml of anhydrous tetrahydrofuran and cooled to 5° C. Over a period of 15 min, 21 g (176 mmol) of 9-borabicyclo[3.3.1]nonane (0.5M solution in tetrahydrofuran) are added. Cooling is removed, and the mixture is stirred at room temperature for another 2 h. The mixture is then again cooled to 5° C., and 400 ml of 1N aqueous sodium hydroxide solution are added. After the addition has ended, 81 ml of 30% strength hydrogen peroxide solu... The reactants are ClC1=C(N(N=C1)C)C=1C=C(C=CC1OCCN1CCOCC1)N (3-(4-chloro-2-methyl-2H-pyrazol-3-yl)-4-(2-morpholin-4-yl-ethoxy)-phenylamine), FC(C=1C=C(C(=O)Cl)C=CC1)(F)F (3-trifluoromethyl benzoyl chloride). Run in C(CC)O.C(C)(=O)OCC (n-propanol ethyl acetate). The product is ClC1=C(N(N=C1)C)C=1C=C(C=CC1OCCN1CCOCC1)NC(C1=CC(=CC=C1)C(F)(F)F)=O (N-[3-(4-Chloro-2-methyl-2H-pyrazol-3-yl)-4-(2-morpholin-4-yl-ethoxy)-phenyl]-3-trifluoromethyl-benzamide). As a reaction SMILES: [Cl:1][C:2]1[CH:6]=[N:5][N:4]([CH3:7])[C:3]=1[C:8]1[CH:9]=[C:10]([NH2:23])[CH:11]=[CH:12][C:13]=1[O:14][CH2:15][CH2:16][N:17]1[CH2:22][CH2:21][O:20][CH2:19][CH2:18]1.[F:24][C:25]([F:36])([F:35])[C:26]1[CH:27]=[C:28]([CH:32]=[CH:33][CH:34]=1)[C:29](Cl)=[O:30]>C(O)CC.C(OCC)(=O)C>[Cl:1][C:2]1[CH:6]=[N:5][N:4]([CH3:7])[C:3]=1[C:8]1[CH:9]=[C:10]([NH:23][C:29](=[O:30])[C:28]2[CH:32]=[CH:33][CH:34]=[C:26]([C:25]([F:24])([F:35])[F:36])[CH:27]=2)[CH:11]=[CH:12][C:13]=1[O:14][CH2:15][CH2:16][N:17]1[CH2:18][CH2:19][O:20][CH2:21][CH2:22]1 |f:2.3|. Procedure: To a clear solution of 3-(4-chloro-2-methyl-2H-pyrazol-3-yl)-4-(2-morpholin-4-yl-ethoxy)-phenylamine (60.1 g, 178 mmol) in a mixture of n-propanol/ethyl acetate (600/200 mL) at 30-35° C. was added 3-trifluoromethyl benzoyl chloride slowly with stirring. The reaction mixture became turbid initially and solids were separated after the mixture was stirred at ambient temperature for 3 to 5 hours. The solids were filtered, washed with ii-propanol, and dried in vacuo at 40° C. overnight to produce N-[... Reactants: C1(CCCCC1)NCC=1C=NC=CC1 (3-cyclohexylaminomethylpyridine), C([O-])([O-])=O.[K+].[K+] (potassium carbonate), CS(=O)(=O)Cl (methanesulfonyl chloride). Run in ClCCl (dichloromethane). Run at time 8 hour. Yields the product C1(CCCCC1)N(S(=O)(=O)C)CC=1C=NC=CC1 (N-cyclohexyl-N-(pyridin-3-ylmethyl)-methanesulfonamide). RXN SMILES: [CH:1]1([NH:7][CH2:8][C:9]2[CH:10]=[N:11][CH:12]=[CH:13][CH:14]=2)[CH2:6][CH2:5][CH2:4][CH2:3][CH2:2]1.C(=O)([O-])[O-].[K+].[K+].[CH3:21][S:22](Cl)(=[O:24])=[O:23]>ClCCl>[CH:1]1([N:7]([CH2:8][C:9]2[CH:10]=[N:11][CH:12]=[CH:13][CH:14]=2)[S:22]([CH3:21])(=[O:24])=[O:23])[CH2:2][CH2:3][CH2:4][CH2:5][CH2:6]1 |f:1.2.3|. Reported procedure: A 2.85 g. portion of 3-cyclohexylaminomethylpyridine was dissolved in 15 ml. of dichloromethane, and 2.8 g. of potassium carbonate and 1.6 ml. of methanesulfonyl chloride were added. The mixture boiled vigorously for a short time, and was then stirred at ambient temperature overnight. The mixture was diluted with 25 ml. of additional dichloromethane, and was extracted with 20 ml. of water and dried over magnesium sulfate. The organic solution was reduced in volume and chromatographed over silica... Reactants: ClC1=NC(=CC=C1[N+](=O)[O-])Cl (2,6-Dichloro-3-nitropyridine), CN1CCNCC1 (1-methylpiperazine), CCN(C(C)C)C(C)C (DIPEA), C(C1=CC=CC=C1)N (benzylamine). Solvent: CN1CCCC1=O (NMP). Reaction conditions: temperature 0 celsius. Yields the product C(C1=CC=CC=C1)NC1=NC(=CC=C1[N+](=O)[O-])N1CCN(CC1)C (Benzyl-[6-(4-methyl-piperazin-1-yl)-3-nitro-pyridin-2-yl]-amine). Isolated yield 49.0%. As a reaction SMILES: Cl[C:2]1[C:7]([N+:8]([O-:10])=[O:9])=[CH:6][CH:5]=[C:4](Cl)[N:3]=1.CCN(C(C)C)C(C)C.[CH2:21]([NH2:28])[C:22]1[CH:27]=[CH:26][CH:25]=[CH:24][CH:23]=1.[CH3:29][N:30]1[CH2:35][CH2:34][NH:33][CH2:32][CH2:31]1>CN1C(=O)CCC1>[CH2:21]([NH:28][C:2]1[C:7]([N+:8]([O-:10])=[O:9])=[CH:6][CH:5]=[C:4]([N:33]2[CH2:34][CH2:35][N:30]([CH3:29])[CH2:31][CH2:32]2)[N:3]=1)[C:22]1[CH:27]=[CH:26][CH:25]=[CH:24][CH:23]=1. Procedure: 2,6-Dichloro-3-nitropyridine E-3.1″(1.5 g; 7.151 mmol) is suspended in NMP and cooled to 0° C. DIPEA (2.31 ml, 14.3 mmol) and benzylamine (800 μl; 7.47 mmol) are added, the reaction mixture is stirred at RT. To this suspension 1-methylpiperazine (875 μl; 7.87 mmol) is added and the resulting mixture is stirred for 16 h at 50° C. The crude intermediate is purified using reversed phase chromatography (prep. HPLC1). The product containing fractions are combined and freeze-dried (Yield: 49%; 1.144 g...